The task is: describe an organic reaction: reactants, conditions, products, and yield. This data is from the Open Reaction Database (ORD), a public repository of structured organic reaction records. The reactants are IC1=NC=CN=C1 (2-iodopyrazine), C([O-])([O-])=O.[Cs+].[Cs+] (cesium carbonate), ClC1=CC=C(C=C1)N1C(=NC2=C(C1=O)C=NN2C=2C=C(C#N)C=CC2)C2=CC=C(C=C2)B2OC(C(O2)(C)C)(C)C (3-{5-(4-chloro-phenyl)-4-oxo-6-[4-(4,4,5,5-tetramethyl-[1,3,2]-dioxaborolan-2-yl)-phenyl]-4,5-dihydro-pyrazolo[3,4-d]pyrimidin-1-yl}-benzonitrile). The reagents and catalysts are C1=CC=C(C=C1)P([C-]2C=CC=C2)C3=CC=CC=C3.C1=CC=C(C=C1)P([C-]2C=CC=C2)C3=CC=CC=C3.Cl[Pd]Cl.[Fe+2] (Pd(dppf)2Cl2). The solvent is CN(C=O)C (N,N-dimethylformamide). Conditions: temperature 100 celsius. Product: ClC1=CC=C(C=C1)N1C(=NC2=C(C1=O)C=NN2C=2C=C(C#N)C=CC2)C2=CC=C(C=C2)C2=NC=CN=C2 (3-[5-(4-chloro-phenyl)-4-oxo-6-(4-pyrazin-2-yl-phenyl)-4,5-dihydro-pyrazolo[3,4-d]pyrimidin-1-yl]-benzonitrile). As a reaction SMILES: [Cl:1][C:2]1[CH:7]=[CH:6][C:5]([N:8]2[C:13](=[O:14])[C:12]3[CH:15]=[N:16][N:17]([C:18]4[CH:19]=[C:20]([CH:23]=[CH:24][CH:25]=4)[C:21]#[N:22])[C:11]=3[N:10]=[C:9]2[C:26]2[CH:31]=[CH:30][C:29](B3OC(C)(C)C(C)(C)O3)=[CH:28][CH:27]=2)=[CH:4][CH:3]=1.I[C:42]1[CH:47]=[N:46][CH:45]=[CH:44][N:43]=1.C(=O)([O-])[O-].[Cs+].[Cs+]>CN(C)C=O.C1C=CC(P(C2C=CC=CC=2)[C-]2C=CC=C2)=CC=1.C1C=CC(P(C2C=CC=CC=2)[C-]2C=CC=C2)=CC=1.Cl[Pd]Cl.[Fe+2]>[Cl:1][C:2]1[CH:3]=[CH:4][C:5]([N:8]2[C:13](=[O:14])[C:12]3[CH:15]=[N:16][N:17]([C:18]4[CH:19]=[C:20]([CH:23]=[CH:24][CH:25]=4)[C:21]#[N:22])[C:11]=3[N:10]=[C:9]2[C:26]2[CH:27]=[CH:28][C:29]([C:42]3[CH:47]=[N:46][CH:45]=[CH:44][N:43]=3)=[CH:30][CH:31]=2)=[CH:6][CH:7]=1 |f:2.3.4,6.7.8.9|. Procedure: A solution of 3-{5-(4-chloro-phenyl)-4-oxo-6-[4-(4,4,5,5-tetramethyl-[1,3,2]-dioxaborolan-2-yl)-phenyl]-4,5-dihydro-pyrazolo[3,4-d]pyrimidin-1-yl}-benzonitrile (prepared as described in example 28, 3.6 g, 6.54 mmol) in N,N-dimethylformamide (70 mL) is degassed with argon for 0.5 h. Then 2-iodopyrazine (2.0 g, 9.82 mmol), cesium carbonate (4.2 g, 13.09 mmol), Pd(dppf)2Cl2 (0.53 g, 0.654 mmol) is added and the resulted mixture is degassed with argon for 0.5 h The reaction mixture is then heated at... Reactants: FC1=C(C=C(C=C1)C1=NC=CC=C1C1=CC(=C(C=C1)[N+](=O)[O-])F)C (2-(4-fluoro-3-methylphenyl)-3-(3-fluoro-4-nitrophenyl)pyridine), O1CCN(CC1)CCN (2-morpholinoethanamine), C(=O)([O-])[O-].[K+].[K+] (K2CO3). The solvent is C1CCOC1 (THF). Conditions: temperature 60 celsius. Product: FC1=C(C=C(C=C1)C1=NC=CC=C1C=1C=CC(=C(C1)NCCN1CCOCC1)[N+](=O)[O-])C (5-(2-(4-Fluoro-3-methylphenyl)pyridin-3-yl)-N-(2-morpholinoethyl)-2-nitrobenzenamine). Reaction SMILES: [F:1][C:2]1[CH:7]=[CH:6][C:5]([C:8]2[C:13]([C:14]3[CH:19]=[CH:18][C:17]([N+:20]([O-:22])=[O:21])=[C:16](F)[CH:15]=3)=[CH:12][CH:11]=[CH:10][N:9]=2)=[CH:4][C:3]=1[CH3:24].[O:25]1[CH2:30][CH2:29][N:28]([CH2:31][CH2:32][NH2:33])[CH2:27][CH2:26]1.C([O-])([O-])=O.[K+].[K+]>C1COCC1>[F:1][C:2]1[CH:7]=[CH:6][C:5]([C:8]2[C:13]([C:14]3[CH:19]=[CH:18][C:17]([N+:20]([O-:22])=[O:21])=[C:16]([NH:33][CH2:32][CH2:31][N:28]4[CH2:29][CH2:30][O:25][CH2:26][CH2:27]4)[CH:15]=3)=[CH:12][CH:11]=[CH:10][N:9]=2)=[CH:4][C:3]=1[CH3:24] |f:2.3.4|. Reported procedure: To solution of 2-(4-fluoro-3-methylphenyl)-3-(3-fluoro-4-nitrophenyl)pyridine (100 mg) in 2 ml, THF was added 2-morpholinoethanamine (64 uL) and K2CO3 (76 mg). The reaction was heated at 60° C. for 15 hours in a sealed vial. The reaction mixture was cooled to room temperature, concentrated by rotary evaporation under vacuum and partitioned the concentrate between CH2Cl2/water. The organic layer was separated, dried with anhydrous Na2SO4, filtered and evaporated. The crude residue of 5-(2-(4-fluo... The reactants are COC(=O)Cc1cccc(CBr)c1, CS(C)=O, [Na+], O, O=C([O-])O. The product is COC(=O)Cc1cccc(C=O)c1. Reaction SMILES: [Br:1][CH2:2][c:3]1[cH:4][c:5]([CH2:9][C:10](=[O:11])[O:12][CH3:13])[cH:6][cH:7][cH:8]1.[CH3:19][S:20]([CH3:21])=[O:22].[Na+:14].[OH2:23].[OH:15][C:16](=[O:17])[O-:18]>>[CH:2]([c:3]1[cH:4][c:5]([CH2:9][C:10](=[O:11])[O:12][CH3:13])[cH:6][cH:7][cH:8]1)=[O:15]. Reactants: BrC=1C=C(SC1C)C=O (4-bromo-5-methylthiophene-2-carbaldehyde), C(CO)O (ethylene glycol), C1(=CC=C(C=C1)S(=O)(=O)O)C (p-toluenesulfonic acid). Run in C1(=CC=CC=C1)C (toluene). Product: BrC=1C=C(SC1C)C1OCCO1 (2-(4-bromo-5-methyl-2-thienyl)-1,3-dioxolane). Isolated yield 93.0%. As a reaction SMILES: [Br:1][C:2]1[CH:3]=[C:4]([CH:8]=[O:9])[S:5][C:6]=1[CH3:7].[CH2:10](O)[CH2:11][OH:12].C1(C)C=CC(S(O)(=O)=O)=CC=1>C1(C)C=CC=CC=1>[Br:1][C:2]1[CH:3]=[C:4]([CH:8]2[O:12][CH2:11][CH2:10][O:9]2)[S:5][C:6]=1[CH3:7]. Reported procedure: A mixture of 4-bromo-5-methylthiophene-2-carbaldehyde (6.0 g), ethylene glycol (100 mL), p-toluenesulfonic acid (2 mL) and toluene (100 mL) was heated under reflux for 5 hr with a Dean-Stark trap. The reaction mixture was washed with water and saturated brine, and the obtained organic layer was dried (MgSO4) and concentrated. The residue was subjected to silica gel column chromatography to give 2-(4-bromo-5-methyl-2-thienyl)-1,3-dioxolane (6.96 g, yield 93%) as a yellow oil from a fraction elute... Starting materials: Cl.CS(=O)(=O)C1=CC=C(C=C1)C=1C=CC2=C(CC(O2)C2CCNCC2)C1 (4-[5-(4-methanesulfonyl-phenyl)-2,3-dihydro-benzofuran-2-yl]-piperidine hydrochloride), C(C)(C)N(C(C)C)CC (N,N-diisopropylethylamine), CC1(CO1)C (1,1-Dimethyloxirane). Solvent: CO (methanol). Reaction conditions: time 10 minute. The product is CS(=O)(=O)C1=CC=C(C=C1)C=1C=CC2=C(CC(O2)C2CCN(CC2)CC(C)(O)C)C1 (1-{-4-[5-(4-Methanesulfonyl-phenyl)-2,3-dihydro-benzofuran-2-yl]-piperidin-1-yl}-2-methyl-propan-2-ol). Reaction SMILES: Cl.[CH3:2][S:3]([C:6]1[CH:11]=[CH:10][C:9]([C:12]2[CH:13]=[CH:14][C:15]3[O:19][CH:18]([CH:20]4[CH2:25][CH2:24][NH:23][CH2:22][CH2:21]4)[CH2:17][C:16]=3[CH:26]=2)=[CH:8][CH:7]=1)(=[O:5])=[O:4].C(N(CC)C(C)C)(C)C.[CH3:36][C:37]1([CH3:40])[O:39][CH2:38]1>CO>[CH3:2][S:3]([C:6]1[CH:7]=[CH:8][C:9]([C:12]2[CH:13]=[CH:14][C:15]3[O:19][CH:18]([CH:20]4[CH2:25][CH2:24][N:23]([CH2:36][C:37]([CH3:40])([OH:39])[CH3:38])[CH2:22][CH2:21]4)[CH2:17][C:16]=3[CH:26]=2)=[CH:10][CH:11]=1)(=[O:4])=[O:5] |f:0.1|. Reported procedure: A mixture of 4-[5-(4-methanesulfonyl-phenyl)-2,3-dihydro-benzofuran-2-yl]-piperidine hydrochloride (100 mg) and N,N-diisopropylethylamine (46 μl) in methanol (5 mL) is stirred for 10 min at room temperature. 1,1-Dimethyloxirane (34 μl) is added and the resulting mixture is heated to 45° C. After the conversion is complete, the solvents are evaporated in vacuo and the crude product is used for the next step without further purification. LC (method 1): tR=1.09 min; Mass spectrum (ESI+): m/z=430 [M... Isolated yield 41.6%. Yields the product C(C)(C)N1C(=NC2=C1C=CC=C2)CCC#CC2=NC=CC=C2 (1-isopropyl-2-(4-(pyridin-2-yl)but-3-ynyl)-1H-benzo[d]imidazole). RXN SMILES: I[C:2]1[CH:7]=[CH:6][CH:5]=[CH:4][N:3]=1.[CH2:8]([C:12]1[N:16]([CH:17]([CH3:19])[CH3:18])[C:15]2[CH:20]=[CH:21][CH:22]=[CH:23][C:14]=2[N:13]=1)[CH2:9][C:10]#[CH:11]>>[CH:17]([N:16]1[C:15]2[CH:20]=[CH:21][CH:22]=[CH:23][C:14]=2[N:13]=[C:12]1[CH2:8][CH2:9][C:10]#[C:11][C:2]1[CH:7]=[CH:6][CH:5]=[CH:4][N:3]=1)([CH3:19])[CH3:18]. The reactants are IC1=NC=CC=C1 (2-iodopyridine), C(CC#C)C1=NC2=C(N1C(C)C)C=CC=C2 (2-(but-3-ynyl)-1-isopropyl-1H-benzo[d]imidazole). Procedure: The title compound was prepared in accordance with the general method of Example 192(A), from 2-iodopyridine (81 mg, 0.39 mmol) and 2-(but-3-ynyl)-1-isopropyl-1H-benzo[d]imidazole (84 mg, 0.39 mmol). The crude residue was purified over silicagel chromatography (prepacked 5 g silicagel column, DCM/MeOH: from 100/0 to 96/4 as eluent) to afford 47 mg of 1-isopropyl-2-(4-(pyridin-2-yl)but-3-ynyl)-1H-benzo[d]imidazole as a light brown oil (Yield: 41%). Reactants: O (water), C(C)OC(CC=1C(=CC=CC1)C1=CC=CC=C1)=O (biphenylacetic acid ethyl ester), C(=O)OCC (ethyl formate), [H-].[Na+] (sodium hydride). Solvent: CCOCC (ether). Conditions: time 2 hour. Yields the product C(C)OC(C(C=1C(=CC=CC1)C1=CC=CC=C1)C=O)=O (α-Formyl-biphenylacetic acid ethyl ester). As a reaction SMILES: [CH2:1]([O:3][C:4](=[O:18])[CH2:5][C:6]1[C:7]([C:12]2[CH:17]=[CH:16][CH:15]=[CH:14][CH:13]=2)=[CH:8][CH:9]=[CH:10][CH:11]=1)[CH3:2].[CH:19](OCC)=[O:20].[H-].[Na+].O>CCOCC>[CH2:1]([O:3][C:4](=[O:18])[CH:5]([CH:19]=[O:20])[C:6]1[C:7]([C:12]2[CH:17]=[CH:16][CH:15]=[CH:14][CH:13]=2)=[CH:8][CH:9]=[CH:10][CH:11]=1)[CH3:2] |f:2.3|. Reported procedure: A mixture of 24 g biphenylacetic acid ethyl ester and 8.2 g ethyl formate is added dropwise while stirring to a suspension of 2.4 g sodium hydride in 250 ml ether. The reaction mixture is stirred for 2 hours at room temperature and cold water is carefully added. The aqueous phase is acidified to pH 2 and the product is extracted with ether. The extract is dried and concentrated by evaporation. Starting materials: CC(=O)c1cccc(C)c1NC(=O)CCBr, CCNCC, Cl, c1ccccc1. Product: CCN(CC)CCC(=O)Nc1c(C)cccc1C(C)=O, Cl. RXN SMILES: [Br:1][CH2:2][CH2:3][C:4](=[O:5])[NH:6][c:7]1[c:8]([C:14]([CH3:15])=[O:16])[cH:9][cH:10][cH:11][c:12]1[CH3:13].[CH2:17]([CH3:18])[NH:19][CH2:20][CH3:21].[ClH:22].[cH:23]1[cH:24][cH:25][cH:26][cH:27][cH:28]1>>[CH2:2]([CH2:3][C:4](=[O:5])[NH:6][c:7]1[c:8]([C:14]([CH3:15])=[O:16])[cH:9][cH:10][cH:11][c:12]1[CH3:13])[N:19]([CH2:17][CH3:18])[CH2:20][CH3:21].[ClH:22]. The reactants are O1C2C=CCCC21 (3,4-epoxycyclohexene), N1C(=O)NC(=O)C(C)=C1 (thymine), CO (Methanol). Reagents/catalysts: [Pd] (palladium(0)). The solvent is O1CCCC1 (tetrahydrofuran). Run at time 4 hour. Yields the product OC1CC=C(CC1)N1C(=O)NC(=O)C(C)=C1 (1-[(4RS)-4-hydroxy-cyclohex-1-en-1-yl]thymine). Yield: 16.2%. RXN SMILES: [NH:1]1[CH:9]=[C:7]([CH3:8])[C:5](=[O:6])[NH:4][C:2]1=[O:3].[O:10]1[CH:16]2[CH:11]1[CH:12]=[CH:13][CH2:14][CH2:15]2.CO>[Pd].O1CCCC1>[OH:10][CH:11]1[CH2:16][CH2:15][C:14]([N:1]2[CH:9]=[C:7]([CH3:8])[C:5](=[O:6])[NH:4][C:2]2=[O:3])=[CH:13][CH2:12]1. Procedure details: 6.3 g (50 mmol) of thymine are treated with 2 mol % of the palladium(0) catalyst prepared in situ as described above and with one equivalent of 3,4-epoxycyclohexene in tetrahydrofuran first at 0° C. and then for 4 hours at the reflux temperature. Methanol is added to the reaction mixture, the suspension is filtered, the filtrate is concentrated and the residue is chromatographed over silica gel using methylene chloride/methanol 20/1. 1.8 g (16.2% of theory) of 1-[(4RS)-4-hydroxy-cyclohex-1-en-1-...